From a dataset of the Open Reaction Database (ORD), a public repository of structured organic reaction records. describe an organic reaction: reactants, conditions, products, and yield The reactants are ClC1=NC2=CC=C(C=C2C=C1)[N+](=O)[O-] (2-chloro-6-nitro-quinoline), N[C@@H]1CCC2=CC=CC=C12 ((R)-1-aminoindane). Run at temperature 125 celsius. Product: [N+](=O)([O-])C=1C=C2C=CC(=NC2=CC1)N[C@@H]1CCC2=CC=CC=C12 ((6-nitro-quinolin-2-yl)-(R)-indan-1-yl-amine). Isolated yield 44.7%. RXN SMILES: Cl[C:2]1[CH:11]=[CH:10][C:9]2[C:4](=[CH:5][CH:6]=[C:7]([N+:12]([O-:14])=[O:13])[CH:8]=2)[N:3]=1.[NH2:15][C@H:16]1[C:24]2[C:19](=[CH:20][CH:21]=[CH:22][CH:23]=2)[CH2:18][CH2:17]1>>[N+:12]([C:7]1[CH:8]=[C:9]2[C:4](=[CH:5][CH:6]=1)[N:3]=[C:2]([NH:15][C@H:16]1[C:24]3[C:19](=[CH:20][CH:21]=[CH:22][CH:23]=3)[CH2:18][CH2:17]1)[CH:11]=[CH:10]2)([O-:14])=[O:13]. Procedure: A stirred mixture of 2-chloro-6-nitro-quinoline (2.2 g, 11 mmol) and (R)-1-aminoindane (2.8 g, 21 mmol) was heated in a sealed tube for 20 h at 125° C. Purification by flash chromatography on silica gel (ethyl acetate/heptane 0:1=>3:7) yielded (6-nitro-quinolin-2-yl)-(R)-indan-1-yl-amine as a brownish solid (1.5 g, 47%), MS 306.5 [(M+H)+].